Dataset: the Open Reaction Database (ORD), a public repository of structured organic reaction records. Task: describe an organic reaction: reactants, conditions, products, and yield Yields the product Cl.COC=1C=C2CC(NC2=CC1OC)C(=O)O (5,6-dimethoxyindoline-2-carboxylic acid hydrochloride). As a reaction SMILES: [CH3:1][O:2][C:3]1[CH:4]=[C:5]2[C:9](=[CH:10][C:11]=1[O:12][CH3:13])[NH:8][C:7]([C:14]([OH:16])=[O:15])=[CH:6]2.[ClH:17]>C(OC(=O)C)(=O)C>[ClH:17].[CH3:1][O:2][C:3]1[CH:4]=[C:5]2[C:9](=[CH:10][C:11]=1[O:12][CH3:13])[NH:8][CH:7]([C:14]([OH:16])=[O:15])[CH2:6]2 |f:3.4|. The reactants are COC=1C=C2C=C(NC2=CC1OC)C(=O)O (5,6-dimethoxyindole-2-carboxylic acid), Cl (hydrochloric acid). Procedure details: The starting material is prepared as follows: The suspension of 10.8 g of 5,6-dimethoxyindole-2-carboxylic acid in 150 ml of acetic anhydride is heated at the steam bath for 15 minutes and the mixture evaporated at 65°-70°. The residue is added to the mixture of 30 g of sodium bicarbonate and 200 ml of water and the mixture heated at the steam bath for 20 minutes. It is filtered, cooled and acidified with concentrated hydrochloric acid, filtered again and the residue suspended in 300 ml of metha... Solvent: C(C)(=O)OC(C)=O (acetic anhydride). Reaction conditions: time 8 hour. Starting materials: C(C)(C)(C)OC(=O)N1[C@@H](CCC1)C(COC1=CC=C(C=C1)OC)O ((2S)-1-[t-butoxycarbonyl)-2-[1-hydroxy-2-(4-methoxyphenoxy)ethyl]pyrrolidine), C(C1=CC=CC=C1)OC(=O)N1[C@H](C(=O)O)CCC1 (N-benzyloxycarbonyl-L-proline). Solvent: Cl.O1CCOCC1 (hydrochloric acid 1,4-dioxane). Reaction conditions: time 1 hour. The product is C(C1=CC=CC=C1)OC(=O)N1[C@H](C(=O)N2[C@@H](CCC2)C(COC2=CC=C(C=C2)OC)O)CCC1 ((2S)-1-(N-Benzyloxycarbonyl-L-prolyl)-2-[1-hydroxy-2-(4-methoxyphenoxy)ethyl]pyrrolidine). Isolated yield 57.0%. Reaction SMILES: C(O[C:6]([N:8]1[CH2:12][CH2:11][CH2:10][C@H:9]1[CH:13]([OH:24])[CH2:14][O:15][C:16]1[CH:21]=[CH:20][C:19]([O:22][CH3:23])=[CH:18][CH:17]=1)=[O:7])(C)(C)C.[CH2:25]([O:32][C:33]([N:35]1[CH2:42][CH2:41][CH2:40][C@H:36]1C(O)=O)=[O:34])[C:26]1[CH:31]=[CH:30][CH:29]=[CH:28][CH:27]=1>Cl.O1CCOCC1>[CH2:25]([O:32][C:33]([N:35]1[CH2:42][CH2:41][CH2:40][C@H:36]1[C:6]([N:8]1[CH2:12][CH2:11][CH2:10][C@H:9]1[CH:13]([OH:24])[CH2:14][O:15][C:16]1[CH:17]=[CH:18][C:19]([O:22][CH3:23])=[CH:20][CH:21]=1)=[O:7])=[O:34])[C:26]1[CH:27]=[CH:28][CH:29]=[CH:30][CH:31]=1 |f:2.3|. Reported procedure: To (2S)-1-[t-butoxycarbonyl)-2-[1-hydroxy-2-(4-methoxyphenoxy)ethyl]pyrrolidine (14.03 g) was added 4N hydrochloric acid/1,4-dioxane (220 ml), and the mixture was stirred at room temperature for 1 hour. The reaction mixture was concentrated to dryness, and the residue was dissolved in DMF (100 ml), followed by condensation reaction as in Example 1-C) w i t h known N-benzyloxycarbonyl-L-proline (10.70 g) to give 11.10 g of the title compound. Starting materials: Intermediate 16, C[C@H](C(=O)NC1=CC=C(C=C1)OC1=C(C=CC(=C1)OC)C)NC([O-])=O ({(1R)-1-methyl-2-[(4-{[2-methyl-5-(methyloxy)phenyl]oxy}phenyl)amino]-2-oxoethyl}carbamate), CC(C)(C)N(C([O-])=O)[C@@H](C(=O)NC=1C=NC(=CC1)OC1=C(C=CC(=C1)OC)C)C (1,1-dimethylethyl{(1R)-1-methyl-2-[(6-{[2-methyl-5-(methyloxy)phenyl]oxy}-3-pyridinyl)amino]-2-oxoethyl}carbamate), CC(C)(C)N(C([O-])=O)[C@@H](C(=O)NC=1C=NC(=CC1)OC1=C(C=CC(=C1)OC)C)C (1,1-dimethylethyl{(1R)-1-methyl-2-[(6-{[2-methyl-5-(methyloxy)phenyl]oxy}-3-pyridinyl)amino]-2-oxoethyl}carbamate). Yields the product CC1=C(C=C(C=C1)OC)OC1=CC=C(C=N1)NC([C@H](N)C)=O (N1-(6-{[2-methyl-5-(methyloxy)phenyl]oxy}-3-pyridinyl)-D-alaninamide). Reaction SMILES: C[C@@H](NC(=O)[O-])C(NC1C=CC(OC2C=C(OC)C=CC=2C)=CC=1)=O.CC([N:30]([C@H:34]([CH3:54])[C:35]([NH:37][C:38]1[CH:39]=[N:40][C:41]([O:44][C:45]2[CH:50]=[C:49]([O:51][CH3:52])[CH:48]=[CH:47][C:46]=2[CH3:53])=[CH:42][CH:43]=1)=[O:36])C(=O)[O-])(C)C>>[CH3:53][C:46]1[CH:47]=[CH:48][C:49]([O:51][CH3:52])=[CH:50][C:45]=1[O:44][C:41]1[N:40]=[CH:39][C:38]([NH:37][C:35](=[O:36])[C@@H:34]([CH3:54])[NH2:30])=[CH:43][CH:42]=1. Procedure: The title compound was made in a similar fashion to the preparation of Intermediate 16 replacing {(1R)-1-methyl-2-[(4-{[2-methyl-5-(methyloxy)phenyl]oxy}phenyl)amino]-2-oxoethyl}carbamate with 1,1-dimethylethyl{(1R)-1-methyl-2-[(6-{[2-methyl-5-(methyloxy)phenyl]oxy}-3-pyridinyl)amino]-2-oxoethyl}carbamate (Intermediate 55, 150 mg) to afford the title compound (120 mg). Reactants: CCC(=O)N(C)N, Cc1ccccc1, CCOC(=O)C(=O)C(=O)OCC. Product: CCOC(=O)C(=NN(C)C(=O)CC)C(=O)OCC. As a reaction SMILES: [CH3:1][N:2]([NH2:3])[C:4]([CH2:5][CH3:6])=[O:7].[CH3:20][c:21]1[cH:22][cH:23][cH:24][cH:25][cH:26]1.[O:8]=[C:9]([C:10](=[O:11])[O:12][CH2:13][CH3:14])[C:15](=[O:16])[O:17][CH2:18][CH3:19]>>[CH3:1][N:2]([N:3]=[C:9]([C:10](=[O:11])[O:12][CH2:13][CH3:14])[C:15](=[O:16])[O:17][CH2:18][CH3:19])[C:4]([CH2:5][CH3:6])=[O:7]. Reactants: COC(=O)c1ccc(C=C(C)c2ccc3c(c2)C(C)(C)CCN3C(C)=O)cc1, Cl, [Na+], C1COCCO1, [OH-], O. Yields the product CC(=O)N1CCC(C)(C)c2cc(C(C)=Cc3ccc(C(=O)O)cc3)ccc21. RXN SMILES: [C:1]([CH3:2])(=[O:3])[N:4]1[CH2:5][CH2:6][C:7]([CH3:27])([CH3:28])[c:8]2[cH:9][c:10]([C:14](=[CH:15][c:16]3[cH:17][cH:18][c:19]([C:20](=[O:21])[O:22][CH3:23])[cH:24][cH:25]3)[CH3:26])[cH:11][cH:12][c:13]21.[ClH:31].[Na+:30].[O:32]1[CH2:33][CH2:34][O:35][CH2:36][CH2:37]1.[OH-:29].[OH2:38]>>[C:1]([CH3:2])(=[O:3])[N:4]1[CH2:5][CH2:6][C:7]([CH3:27])([CH3:28])[c:8]2[cH:9][c:10]([C:14](=[CH:15][c:16]3[cH:17][cH:18][c:19]([C:20](=[O:21])[OH:22])[cH:24][cH:25]3)[CH3:26])[cH:11][cH:12][c:13]21. Reactants: C=CCBr, CCOC(C)=O, C=CCC(C)(Cc1ccc(Cl)cc1Cl)CN1CCCC1. Yields the product [Br-], C=CCC(C)(Cc1ccc(Cl)cc1Cl)C[N+]1(CC=C)CCCC1. As a reaction SMILES: [CH2:21]([CH:22]=[CH2:23])[Br:24].[CH3:25][CH2:26][O:27][C:28](=[O:29])[CH3:30].[Cl:1][c:2]1[c:3]([CH2:9][C:10]([CH2:11][N:12]2[CH2:13][CH2:14][CH2:15][CH2:16]2)([CH2:17][CH:18]=[CH2:19])[CH3:20])[cH:4][cH:5][c:6]([Cl:8])[cH:7]1>>[Br-:24].[Cl:1][c:2]1[c:3]([CH2:9][C:10]([CH2:11][N+:12]2([CH2:23][CH:22]=[CH2:21])[CH2:13][CH2:14][CH2:15][CH2:16]2)([CH2:17][CH:18]=[CH2:19])[CH3:20])[cH:4][cH:5][c:6]([Cl:8])[cH:7]1. The reactants are ClC1=NC(=C2C(=N1)N(N=C2)C)N2CC1CCC(C2)O1 (3-(6-chloro-1-methyl-1H-pyrazolo[3,4-d]pyrimidin-4-yl)-8-oxa-3-azabicyclo[3.2.1]octane), OC=1C=C(C=CC1)B(O)O (3-hydroxyphenylboronic acid). The reagents and catalysts are C=1C=CC(=CC1)[P](C=2C=CC=CC2)(C=3C=CC=CC3)[Pd]([P](C=4C=CC=CC4)(C=5C=CC=CC5)C=6C=CC=CC6)([P](C=7C=CC=CC7)(C=8C=CC=CC8)C=9C=CC=CC9)[P](C=1C=CC=CC1)(C=1C=CC=CC1)C=1C=CC=CC1 (tetrakis(triphenylphosphine)palladium(0)). Solvent: C1(=CC=CC=C1)C.C(C)O (toluene ethanol), C([O-])([O-])=O.[Na+].[Na+] (sodium carbonate). Reaction conditions: temperature 120 celsius. Yields the product CN1N=CC=2C1=NC(=NC2N2CC1CCC(C2)O1)C=1C=C(C=CC1)O (3-[1-methyl-4-(8-oxa-3-azabicyclo[3.2.1]oct-3-yl)-1H-pyrazolo[3,4-d]pyrimidin-6-yl]phenol). Reaction SMILES: Cl[C:2]1[N:7]=[C:6]2[N:8]([CH3:11])[N:9]=[CH:10][C:5]2=[C:4]([N:12]2[CH2:18][CH:17]3[O:19][CH:14]([CH2:15][CH2:16]3)[CH2:13]2)[N:3]=1.[OH:20][C:21]1[CH:22]=[C:23](B(O)O)[CH:24]=[CH:25][CH:26]=1>C1(C)C=CC=CC=1.C(O)C.C(=O)([O-])[O-].[Na+].[Na+].C1C=CC([P]([Pd]([P](C2C=CC=CC=2)(C2C=CC=CC=2)C2C=CC=CC=2)([P](C2C=CC=CC=2)(C2C=CC=CC=2)C2C=CC=CC=2)[P](C2C=CC=CC=2)(C2C=CC=CC=2)C2C=CC=CC=2)(C2C=CC=CC=2)C2C=CC=CC=2)=CC=1>[CH3:11][N:8]1[C:6]2=[N:7][C:2]([C:25]3[CH:26]=[C:21]([OH:20])[CH:22]=[CH:23][CH:24]=3)=[N:3][C:4]([N:12]3[CH2:18][CH:17]4[O:19][CH:14]([CH2:15][CH2:16]4)[CH2:13]3)=[C:5]2[CH:10]=[N:9]1 |f:2.3,4.5.6,^1:49,51,70,89|. Procedure details: A mixture of 3-(6-chloro-1-methyl-1H-pyrazolo[3,4-d]pyrimidin-4-yl)-8-oxa-3-azabicyclo[3.2.1]octane (95 mg, 0.34 mmol), 3-hydroxyphenylboronic acid (70 mg, 0.51 mmol), and tetrakis(triphenylphosphine)palladium(0) (39 mg, 10 mol %) in toluene/ethanol (1:1, 3 mL) and 2 M aqueous sodium carbonate solution (2 mL) was heated in a Smith process vial in the microwave reactor for one hour at 120° C. The cooled mixture was partitioned between ethyl acetate and water. The aqueous phase was acidified with ... The reactants are CC(C)(C)c1cc(NC(N)=S)n[nH]1, CI, CO. The product is CSC(=N)Nc1cc(C(C)(C)C)[nH]n1, I. As a reaction SMILES: [C:1]([CH3:2])([CH3:3])([CH3:4])[c:5]1[cH:6][c:7]([NH:10][C:11](=[S:12])[NH2:13])[n:8][nH:9]1.[CH3:14][I:15].[CH3:16][OH:17]>>[C:1]([CH3:2])([CH3:3])([CH3:4])[c:5]1[cH:6][c:7]([NH:10][C:11]([S:12][CH3:14])=[NH:13])[n:8][nH:9]1.[IH:15]. Starting materials: O=[N+]([O-])c1cc(Cl)cc(Br)c1O, CCOC(C)=O, [H][H]. Yields the product Nc1cc(Cl)cc(Br)c1O. RXN SMILES: [Br:1][c:2]1[c:3]([OH:12])[c:4]([N+:9]([O-:10])=[O:11])[cH:5][c:6]([Cl:8])[cH:7]1.[CH3:15][CH2:16][O:17][C:18](=[O:19])[CH3:20].[H:13][H:14]>>[Br:1][c:2]1[c:3]([OH:12])[c:4]([NH2:9])[cH:5][c:6]([Cl:8])[cH:7]1. The reactants are ClCCl, COc1ccc(-c2nc(C)c(CO)o2)cc1. The product is COc1ccc(-c2nc(C)c(C=O)o2)cc1. As a reaction SMILES: [CH2:17]([Cl:18])[Cl:19].[CH3:1][O:2][c:3]1[cH:4][cH:5][c:6](-[c:9]2[o:10][c:11]([CH2:15][OH:16])[c:12]([CH3:14])[n:13]2)[cH:7][cH:8]1>>[CH3:1][O:2][c:3]1[cH:4][cH:5][c:6](-[c:9]2[o:10][c:11]([CH:15]=[O:16])[c:12]([CH3:14])[n:13]2)[cH:7][cH:8]1.